This data is from the Open Reaction Database (ORD), a public repository of structured organic reaction records. The task is: describe an organic reaction: reactants, conditions, products, and yield Starting materials: FC=1C=C(C=CC1)C1=NOC(=C1C(=O)O)C (3-(3-fluorophenyl)-5-methylisoxazol-4-carboxylic acid), Cl.C(C)N=C=NCCCN(C)C (1-ethyl-3-(dimethylaminopropyl)carbodiimide hydrochloride), FC1=C(C=CC=C1)N1CCNCC1 (1-(2-fluorophenyl)piperazine). Run in ClCCl (dichloromethane). Yields the product FC=1C=C(C=CC1)C1=NOC(=C1C(=O)N1CCN(CC1)C1=C(C=CC=C1)F)C ((3-(3-fluorophenyl)-5-methylisoxazol-4-yl)(4-(2-fluorophenyl)piperazine-1-yl)methanone). Yield: 76.6%. Reaction SMILES: [F:1][C:2]1[CH:3]=[C:4]([C:8]2[C:12]([C:13]([OH:15])=O)=[C:11]([CH3:16])[O:10][N:9]=2)[CH:5]=[CH:6][CH:7]=1.Cl.C(N=C=NCCCN(C)C)C.[F:29][C:30]1[CH:35]=[CH:34][CH:33]=[CH:32][C:31]=1[N:36]1[CH2:41][CH2:40][NH:39][CH2:38][CH2:37]1>ClCCl>[F:1][C:2]1[CH:3]=[C:4]([C:8]2[C:12]([C:13]([N:39]3[CH2:38][CH2:37][N:36]([C:31]4[CH:32]=[CH:33][CH:34]=[CH:35][C:30]=4[F:29])[CH2:41][CH2:40]3)=[O:15])=[C:11]([CH3:16])[O:10][N:9]=2)[CH:5]=[CH:6][CH:7]=1 |f:1.2|. Procedure: In a similar manner as described in Example 1, by using dichloromethane (30 mL), 3-(3-fluorophenyl)-5-methylisoxazol-4-carboxylic acid (407 mg, 1.84 mmol), 1-ethyl-3-(dimethylaminopropyl)carbodiimide hydrochloride (388 mg, 2.02 mmol) and 1-(2-fluorophenyl)piperazine (332 mg, 1.84 mmol), a white solid required compound (562 mg, 1.41 mmol, 76%) was obtained. The reactants are C(C)(=O)OC(C)=O (acetic anhydride), C(=O)O (formic acid), COC(CC1=CC=C(C=C1)N)=O (Methyl(4-aminophenyl)acetate). The solvent is C([O-])(O)=O.[Na+] (sodium bicarbonate). Reaction conditions: time 8 hour. The product is COC(CC1=CC=C(C=C1)NC=O)=O (Methyl(4-Formylaminophenyl)acetate). Isolated yield 73.6%. Reaction SMILES: [C:1](OC(=O)C)(=[O:3])C.C(O)=O.[CH3:11][O:12][C:13](=[O:22])[CH2:14][C:15]1[CH:20]=[CH:19][C:18]([NH2:21])=[CH:17][CH:16]=1>C(=O)(O)[O-].[Na+]>[CH3:11][O:12][C:13](=[O:22])[CH2:14][C:15]1[CH:20]=[CH:19][C:18]([NH:21][CH:1]=[O:3])=[CH:17][CH:16]=1 |f:3.4|. Reported procedure: A solution of acetic anhydride (14.3 mL, 151 mmol) and formic acid (22.8 mL, 605 mmol) was stirred at room temperature for 1 h. Methyl(4-aminophenyl)acetate (5.00 g, 30.3 mmol) was added and the resulting mixture was stirred overnight. Saturated aqueous sodium bicarbonate (10 mL) was added and the resulting mixture was extracted with DCM (2×10 mL). The combined organic layers were dried over sodium sulfate, filtered and concentrated under reduced pressure to give the title compound (4.31 g) as a...